This data is from the Open Reaction Database (ORD), a public repository of structured organic reaction records. The task is: describe an organic reaction: reactants, conditions, products, and yield The reactants are CCC(=O)C#CC1OC(OC)C2OC(C)(C)OC12, CCO, NO. Yields the product CCC(=O)CC(=NO)C1OC(OC)C2OC(C)(C)OC12. Reaction SMILES: [CH3:1][O:2][CH:3]1[O:4][CH:5]([C:13]#[C:14][C:15]([CH2:16][CH3:17])=[O:18])[CH:6]2[CH:7]1[O:8][C:9]([CH3:11])([CH3:12])[O:10]2.[CH3:21][CH2:22][OH:23].[NH2:19][OH:20]>>[CH3:1][O:2][CH:3]1[O:4][CH:5]([C:13]([CH2:14][C:15]([CH2:16][CH3:17])=[O:18])=[N:19][OH:20])[CH:6]2[CH:7]1[O:8][C:9]([CH3:11])([CH3:12])[O:10]2. Reactants: CC(C)(C)[Si](C)(C)OCC1CC(n2ccc3c(NC4CCc5ccccc54)ncnc32)C(O)C1O, S=C(n1ccnc1)n1ccnc1, CN(C)C=O. Product: CC(C)(C)[Si](C)(C)OCC1CC(n2ccc3c(NC4CCc5ccccc54)ncnc32)C2OC(=S)OC12. Reaction SMILES: [C:1]([CH3:2])([CH3:3])([CH3:4])[Si:5]([O:6][CH2:7][CH:8]1[CH:9]([OH:33])[CH:10]([OH:32])[CH:11]([n:13]2[cH:14][cH:15][c:16]3[c:17]2[n:18][cH:19][n:20][c:21]3[NH:22][CH:23]2[CH2:24][CH2:25][c:26]3[cH:27][cH:28][cH:29][cH:30][c:31]32)[CH2:12]1)([CH3:34])[CH3:35].[C:36](=[S:37])([n:38]1[cH:39][cH:40][n:41][cH:42]1)[n:43]1[cH:44][cH:45][n:46][cH:47]1.[O:48]=[CH:49][N:50]([CH3:51])[CH3:52]>>[C:1]([CH3:2])([CH3:3])([CH3:4])[Si:5]([O:6][CH2:7][CH:8]1[CH:9]2[CH:10]([CH:11]([n:13]3[cH:14][cH:15][c:16]4[c:17]3[n:18][cH:19][n:20][c:21]4[NH:22][CH:23]3[CH2:24][CH2:25][c:26]4[cH:27][cH:28][cH:29][cH:30][c:31]43)[CH2:12]1)[O:32][C:36](=[S:37])[O:33]2)([CH3:34])[CH3:35]. The reactants are C(C)OC(CCC1=CC=C(C=C1)CN1C(C(=CC(=C1)Cl)C1=CC=C(C=C1)[N+](=O)[O-])=O)=O (3-(4-[5-chloro-3-(4-nitrophenyl)-2-oxo-2H-pyridin-1-ylmethyl]phenyl}-propionic acid ethyl ester), C(C)(=O)O (Acetic acid). The reagents and catalysts are [Fe] (iron). Solvent: C(C)O (ethanol), O (water). Product: C(C)OC(CCC1=CC=C(C=C1)CN1C(C(=CC(=C1)Cl)C1=CC=C(C=C1)N)=O)=O (3-{4-[3-(4-Aminophenyl)-5-chloro-2-oxo-2H-pyridin-1-ylmethyl]phenyl}-propionic acid ethyl ester). RXN SMILES: C(O)(=O)C.[CH2:5]([O:7][C:8](=[O:35])[CH2:9][CH2:10][C:11]1[CH:16]=[CH:15][C:14]([CH2:17][N:18]2[CH:23]=[C:22]([Cl:24])[CH:21]=[C:20]([C:25]3[CH:30]=[CH:29][C:28]([N+:31]([O-])=O)=[CH:27][CH:26]=3)[C:19]2=[O:34])=[CH:13][CH:12]=1)[CH3:6]>C(O)C.O.[Fe]>[CH2:5]([O:7][C:8](=[O:35])[CH2:9][CH2:10][C:11]1[CH:12]=[CH:13][C:14]([CH2:17][N:18]2[CH:23]=[C:22]([Cl:24])[CH:21]=[C:20]([C:25]3[CH:30]=[CH:29][C:28]([NH2:31])=[CH:27][CH:26]=3)[C:19]2=[O:34])=[CH:15][CH:16]=1)[CH3:6]. Procedure: Acetic acid (1 mL) followed by iron (160 mg, 2.9 mmol) were added to a solution of 3-(4-[5-chloro-3-(4-nitrophenyl)-2-oxo-2H-pyridin-1-ylmethyl]phenyl}-propionic acid ethyl ester (0.31 g, 0.72 mmol) in ethanol (10 mL) and water (5 mL) with stirring. The mixture was then heated at reflux for 2 hours and allowed to cool to room temperature. After basification with aqueous ammonia the mixture was filtered through a pad of celite (Diatomaceous Earth) and the filtrate evaporated to dryness. The resid... Starting materials: ClCCl, CN(C)c1ccncc1, [I-], [Na+], OCC1CCC2(CC1)OCCO2, Cc1ccc(S(=O)(=O)Cl)cc1. The product is ICC1CCC2(CC1)OCCO2. Reaction SMILES: [CH2:26]([Cl:27])[Cl:28].[CH3:29][N:30]([CH3:31])[c:32]1[cH:33][cH:34][n:35][cH:36][cH:37]1.[I-:25].[Na+:24].[O:1]1[CH2:2][CH2:3][O:4][C:5]12[CH2:6][CH2:7][CH:8]([CH2:11][OH:12])[CH2:9][CH2:10]2.[c:13]1([CH3:14])[cH:15][cH:16][c:17]([S:18]([Cl:19])(=[O:20])=[O:21])[cH:22][cH:23]1>>[O:1]1[CH2:2][CH2:3][O:4][C:5]12[CH2:6][CH2:7][CH:8]([CH2:11][I:25])[CH2:9][CH2:10]2. Reactants: ClCCOCC(=O)N ((2-chloroethoxy)acetamide), N1CCNCC1 (piperazine), O (water). Run in C1(=CC=CC=C1)C (toluene). The product is N1(CCNCC1)CCOCC(=O)N (2-[2-(1-piperazinyl)ethoxy]acetamide). Yield: 39.5%. RXN SMILES: Cl[CH2:2][CH2:3][O:4][CH2:5][C:6]([NH2:8])=[O:7].[NH:9]1[CH2:14][CH2:13][NH:12][CH2:11][CH2:10]1.O>C1(C)C=CC=CC=1>[N:9]1([CH2:2][CH2:3][O:4][CH2:5][C:6]([NH2:8])=[O:7])[CH2:14][CH2:13][NH:12][CH2:11][CH2:10]1. Reported procedure: A mixture of 13.15 g of (2-chloroethoxy)acetamide (0.1 mol) and 43 g of anhydrous piperazine (0.5 mol) in 250 ml of toluene is introduced into a round-bottomed flask fitted with a water-cooled condenser and a mechanical stirrer. The mixture is heated at the reflux temperature for 4 hours. The precipitate formed is filtered off while hot and the solvent of the filtrate is evaporated off under reduced pressure to dryness. The evaporation residue is purified by chromatography on silica gel (eluent:... The reactants are C(CC=C)N1C=NC=2N(C(NC(C12)=O)=O)C (7-(3-Butenyl)-3-methylxanthine), ClCCCCC(C)(C)O (1-chloro-5-hydroxy-5-methylhexane), C([O-])([O-])=O.[K+].[K+] (potassium carbonate). Run in CN(C=O)C (dimethylformamide). Product: C(CC=C)N1C=NC=2N(C(N(C(C12)=O)CCCCC(C)(C)O)=O)C (7-(3-Butenyl)-1-(5-hydroxy-5-methylhexyl)-3-methylxanthine). As a reaction SMILES: [CH2:1]([N:5]1[C:13]2[C:12](=[O:14])[NH:11][C:10](=[O:15])[N:9]([CH3:16])[C:8]=2[N:7]=[CH:6]1)[CH2:2][CH:3]=[CH2:4].Cl[CH2:18][CH2:19][CH2:20][CH2:21][C:22]([OH:25])([CH3:24])[CH3:23].C(=O)([O-])[O-].[K+].[K+]>CN(C)C=O>[CH2:1]([N:5]1[C:13]2[C:12](=[O:14])[N:11]([CH2:18][CH2:19][CH2:20][CH2:21][C:22]([OH:25])([CH3:24])[CH3:23])[C:10](=[O:15])[N:9]([CH3:16])[C:8]=2[N:7]=[CH:6]1)[CH2:2][CH:3]=[CH2:4] |f:2.3.4|. Procedure: 22 g (0.1 mol) of the xanthine from stage (a) are reacted with 16.6 g (0.11 mol) of 1-chloro-5-hydroxy-5-methylhexane (Example 1a) and 15.2 g (0.11 mol) of potassium carbonate in 500 ml of dimethylformamide under the experimental conditions described in Example 2, and the mixture is worked up. The reaction product is obtained in pure form without prior column chromatography, by recrystallization once from ethyl acetate with the addition of petroleum ether, at the boil. Reactants: CC1=C(C=CC=C1)C=NC(=C)O[Si](C)(C)C (1-(2-methylphenyl)-3-trimethylsilyoxy-2-aza-1,3-butadiene), BrC1=CC=C2/C(/C(NC2=C1)=O)=C/C1=CC(=CC=C1)Cl (Z-6-bromo-3-(3-chloro-benzylidene)-1,3-dihydro-indol-2-one), CO (methanol). Run in C1(=CC=CC=C1)C (toluene). Conditions: temperature 135 celsius. Yields the product BrC1=CC=C2C(=C1)NC(C21C(NC(CC1C1=CC(=CC=C1)Cl)=O)C1=C(C=CC=C1)C)=O (racemic (2′R,3R,4′S)-6-bromo-4′-(3-chlorophenyl)-2′-(2-methylphenyl)spiro[3H-indole-3,3′-piperidine]-2,6′(1H)-dione). RXN SMILES: [CH3:1][C:2]1[CH:7]=[CH:6][CH:5]=[CH:4][C:3]=1[CH:8]=[N:9][C:10]([O:12][Si](C)(C)C)=[CH2:11].[Br:17][C:18]1[CH:26]=[C:25]2[C:21](/[C:22](=[CH:28]/[C:29]3[CH:34]=[CH:33][CH:32]=[C:31]([Cl:35])[CH:30]=3)/[C:23](=[O:27])[NH:24]2)=[CH:20][CH:19]=1.CO>C1(C)C=CC=CC=1>[Br:17][C:18]1[CH:26]=[C:25]2[NH:24][C:23](=[O:27])[C:22]3([CH:28]([C:29]4[CH:34]=[CH:33][CH:32]=[C:31]([Cl:35])[CH:30]=4)[CH2:12][C:10](=[O:11])[NH:9][CH:8]3[C:3]3[CH:4]=[CH:5][CH:6]=[CH:7][C:2]=3[CH3:1])[C:21]2=[CH:20][CH:19]=1. Procedure details: To a solution of 1-(2-methylphenyl)-3-trimethylsilyoxy-2-aza-1,3-butadiene prepared in example 17a in toluene (20 mL) was added E/Z-6-bromo-3-(3-chloro-benzylidene)-2-oxo-2,3-dihydro-indole prepared in example 157a (0.3 g, 0.83 mmol). The reaction mixture was stirred and heated under microwave irradiation in a sealed tube at 135° C. for 0.5 h. After the solution was cooled to room temperature, methanol (50 mL) was added, and then the mixture was concentrated. The residue was purified by chromato... The reactants are O (water), ClC1=C(C=CC(=C1)F)N1C(N(C(NC1=O)=O)C)=O (1-(2-chloro-4-fluorophenyl)-3-methyl-s-triazine-2,4,6(1H,3H,5H)-trione), C([O-])([O-])=O.[K+].[K+] (potassium carbonate), BrCC(=O)OC(C)C (isopropyl bromoacetate). Solvent: CN(C=O)C (N,N-dimethylformamide), CCOCC (ether), C(Cl)Cl (methylene chloride). Conditions: time 2 hour. The product is ClC1=C(C=CC(=C1)F)N1C(N(C(N(C1=O)C)=O)CC(=O)OC(C)C)=O (Isopropyl 3-(2-chloro-4-fluorophenyl)tetrahydro-5-methyl-2,4,6-trioxo-s-triazine-1(2H)-acetate). The yield is 92.4%. RXN SMILES: [Cl:1][C:2]1[CH:7]=[C:6]([F:8])[CH:5]=[CH:4][C:3]=1[N:9]1[C:14](=[O:15])[NH:13][C:12](=[O:16])[N:11]([CH3:17])[C:10]1=[O:18].C(=O)([O-])[O-].[K+].[K+].Br[CH2:26][C:27]([O:29][CH:30]([CH3:32])[CH3:31])=[O:28].O>CN(C)C=O.C(Cl)Cl.CCOCC>[Cl:1][C:2]1[CH:7]=[C:6]([F:8])[CH:5]=[CH:4][C:3]=1[N:9]1[C:10](=[O:18])[N:11]([CH3:17])[C:12](=[O:16])[N:13]([CH2:26][C:27]([O:29][CH:30]([CH3:32])[CH3:31])=[O:28])[C:14]1=[O:15] |f:1.2.3|. Reported procedure: A mixture of 1-(2-chloro-4-fluorophenyl)-3-methyl-s-triazine-2,4,6(1H,3H,5H)-trione (40.9 g, 0.150 mol), potassium carbonate (31.1 g, 0.225 mol) and isopropyl bromoacetate (29.1 mL, 0.225 mol) in N,N-dimethylformamide is stirred at room temperature for 2 hours, poured into water and extracted with ethyl acetate. The organic extract is washed sequentially with water and brine, dried over anhydrous magnesium sulfate and concentrated in vacuo to obtain an oil. Flash column chromatography of the oil...